Dataset: the Open Reaction Database (ORD), a public repository of structured organic reaction records. Task: describe an organic reaction: reactants, conditions, products, and yield Starting materials: N(=[N+]=[N-])CC1CN(CC(C1)O[Si](C)(C)C(C)(C)C)C(=O)OC(C)(C)C (tert-butyl 3-(azidomethyl)-5-(tert-butyldimethylsilyloxy)piperidine-1-carboxylate). Reagents/catalysts: [Pd] (Pd/C). Run in CCOC(=O)C (EtOAc). The product is NCC1CN(CC(C1)O[Si](C)(C)C(C)(C)C)C(=O)OC(C)(C)C (tert-butyl 3-(aminomethyl)-5-(tert-butyldimethylsilyloxy)piperidine-1-carboxylate). RXN SMILES: [N:1]([CH2:4][CH:5]1[CH2:10][CH:9]([O:11][Si:12]([C:15]([CH3:18])([CH3:17])[CH3:16])([CH3:14])[CH3:13])[CH2:8][N:7]([C:19]([O:21][C:22]([CH3:25])([CH3:24])[CH3:23])=[O:20])[CH2:6]1)=[N+]=[N-]>CCOC(C)=O.[Pd]>[NH2:1][CH2:4][CH:5]1[CH2:10][CH:9]([O:11][Si:12]([C:15]([CH3:18])([CH3:17])[CH3:16])([CH3:14])[CH3:13])[CH2:8][N:7]([C:19]([O:21][C:22]([CH3:25])([CH3:24])[CH3:23])=[O:20])[CH2:6]1. Procedure: A solution of tert-butyl 3-(tert-butyldimethylsilyloxy)-5-((methylsulfonyloxy)methyl) piperidine-1-carboxylate from step C in EtOAc was hydrogenated under hydrogen atmosphere with 10% Pd/C (500 mg) overnight. The catalyst was removed by filtration, and the filtrate was concentrated under reduced pressure to give the title compound. MS (m/z): 345 (M+H)+. Yields the product C(C1=CC=CC=C1)C(C(=O)O)CC1=CC=CC=C1 (2-benzyl-3-phenylpropionic acid). Reactants: C(C)OC(C(CC1=CC=CC=C1)CC1=CC=CC=C1)=O (2-benzyl-3-phenylpropionic acid ethyl ester), [OH-].[Na+] (sodium hydroxide). RXN SMILES: C([O:3][C:4](=[O:20])[CH:5]([CH2:13][C:14]1[CH:19]=[CH:18][CH:17]=[CH:16][CH:15]=1)[CH2:6][C:7]1[CH:12]=[CH:11][CH:10]=[CH:9][CH:8]=1)C.[OH-].[Na+]>C(O)C>[CH2:13]([CH:5]([CH2:6][C:7]1[CH:12]=[CH:11][CH:10]=[CH:9][CH:8]=1)[C:4]([OH:20])=[O:3])[C:14]1[CH:15]=[CH:16][CH:17]=[CH:18][CH:19]=1 |f:1.2|. Yield: 92.0%. Procedure details: To a solution of 3.4 g of 2-benzyl-3-phenylpropionic acid ethyl ester in 170 ml of ethanol was added 34 ml of a 2N-aqueous sodium hydroxide solution, and the mixture was heated under reflux for 1.5 hours. The reaction mixture was concentrated under reduced pressure, and water was added to the residue. The mixture was washed with diethyl ether to remove neutral materials, then the aqueous solution was acidified by adding concentrated hydrochloric acid. The aqueous solution was extracted with diet... Run in C(C)O (ethanol). The reactants are CO, ClC(Cl)Cl, CCc1ccc2nc(Cl)nc(Cl)c2c1, N, O. Product: CCc1ccc2nc(Cl)nc(N)c2c1. As a reaction SMILES: [CH3:17][OH:18].[CH:19]([Cl:20])([Cl:21])[Cl:22].[Cl:1][c:2]1[n:3][c:4]2[cH:5][cH:6][c:7]([CH2:13][CH3:14])[cH:8][c:9]2[c:10]([Cl:12])[n:11]1.[NH3:15].[OH2:16]>>[Cl:1][c:2]1[n:3][c:4]2[cH:5][cH:6][c:7]([CH2:13][CH3:14])[cH:8][c:9]2[c:10]([NH2:15])[n:11]1. Starting materials: COC(CNC1=NC2=C(NC3=C1C=CC=C3)N=CC=C2)OC (N-(2,2-dimethoxyethyl)-11H-pyrido[2,3-b][1,4]benzodiazepin-6-amine). Solvent: C(C)(=O)O (acetic acid). Reaction conditions: temperature 105 celsius. The product is N=1C=CN2C3=C(NC4=C(C21)C=CC=C4)N=CC=C3 (9H-imidazo[1,2-d]pyrido[2,3-b][1,4]benzodiazepine). The yield is 74.0%. Reaction SMILES: CO[CH:3](OC)[CH2:4][NH:5][C:6]1[C:12]2[CH:13]=[CH:14][CH:15]=[CH:16][C:11]=2[NH:10][C:9]2[N:17]=[CH:18][CH:19]=[CH:20][C:8]=2[N:7]=1>C(O)(=O)C>[N:5]1[CH:4]=[CH:3][N:7]2[C:6]=1[C:12]1[CH:13]=[CH:14][CH:15]=[CH:16][C:11]=1[NH:10][C:9]1[N:17]=[CH:18][CH:19]=[CH:20][C:8]2=1. Procedure details: A mixture of N-(2,2-dimethoxyethyl)-11H-pyrido[2,3-b][1,4]benzodiazepin-6-amine (4.21 g, 14 mmol) and acetic acid (20 mL) was heated to 105° C. for 13 hours. After cooling to room temperature the solvent was removed under reduced pressure. The resulting crude product was diluted with acetone and filtered by suction to give a dark pink solid (74%). 1H NMR (DMSO-d6) 400 MHz δ: 8.53 (s, 1H), 8.15 (dd, J=4.6, 1.7 Hz, 1H), 7.85 (dd, J=7.7, 1.4 Hz, 1H), 7.77 (dd, J=7.7, 1.4 Hz, 1H), 7.63 (d, J=1.2 Hz,... Reactants: C1CCOC1, C1CCOC1, CC(C)(C)[O-], [K+], COC(=O)CCC(C(N)=O)N1Cc2c(OCc3nc4cc(CN5CCOCC5)ccc4s3)cccc2C1=O. Yields the product O=C1CCC(N2Cc3c(OCc4nc5cc(CN6CCOCC6)ccc5s4)cccc3C2=O)C(=O)N1. As a reaction SMILES: [CH2:50]1[O:51][CH2:52][CH2:53][CH2:54]1.[CH2:7]1[O:8][CH2:9][CH2:10][CH2:11]1.[CH3:1][C:2]([CH3:3])([O-:4])[CH3:5].[K+:6].[NH2:12][C:13]([CH:14]([CH2:15][CH2:16][C:17]([O:19][CH3:18])=[O:20])[N:21]1[C:22](=[O:48])[c:23]2[cH:24][cH:25][cH:26][c:27]([O:30][CH2:31][c:32]3[s:33][c:34]4[c:35]([n:36]3)[cH:37][c:38]([CH2:41][N:42]3[CH2:43][CH2:44][O:45][CH2:46][CH2:47]3)[cH:39][cH:40]4)[c:28]2[CH2:29]1)=[O:49]>>[NH:12]1[C:13](=[O:49])[CH:14]([N:21]2[C:22](=[O:48])[c:23]3[cH:24][cH:25][cH:26][c:27]([O:30][CH2:31][c:32]4[s:33][c:34]5[c:35]([n:36]4)[cH:37][c:38]([CH2:41][N:42]4[CH2:43][CH2:44][O:45][CH2:46][CH2:47]4)[cH:39][cH:40]5)[c:28]3[CH2:29]2)[CH2:15][CH2:16][C:17]1=[O:19]. Reactants: COCCOCC(C)(C)c1ccc(N)cc1, [K+], O=[N+]([O-])[O-], O=S(=O)(O)O. Yields the product COCCOCC(C)(C)c1ccc(N)cc1[N+](=O)[O-]. As a reaction SMILES: [CH3:1][O:2][CH2:3][CH2:4][O:5][CH2:6][C:7]([CH3:8])([CH3:9])[c:10]1[cH:11][cH:12][c:13]([NH2:16])[cH:14][cH:15]1.[K+:21].[N+:17](=[O:18])([O-:19])[O-:20].[S:22](=[O:23])(=[O:24])([OH:25])[OH:26]>>[CH3:1][O:2][CH2:3][CH2:4][O:5][CH2:6][C:7]([CH3:8])([CH3:9])[c:10]1[c:11]([N+:17](=[O:18])[O-:19])[cH:12][c:13]([NH2:16])[cH:14][cH:15]1. The reactants are acid chloride, CC=1C=C2C(N(C=NC2=CC1C)/C=C/C(=O)O)=O ((E)-3-(6,7-dimethyl-4-oxo-4H-quinazolin-3-yl]-2-propenoic acid), S(=O)(Cl)Cl (thionyl chloride), N1=CC(=CC=C1)CCCCN (3-pyridine butanamine). Product: acid chloride, CC=1C=C2C(N(C=NC2=CC1C)/C=C/C(=O)NCCCCC=1C=NC=CC1)=O ((E)-3-(6,7-dimethyl-4-oxo-4H-quinazolin-3-yl)-N-[4-(3-pyridinyl)butyl]-2-propenamide). Reaction SMILES: [CH3:1][C:2]1[CH:3]=[C:4]2[C:9](=[CH:10][C:11]=1[CH3:12])[N:8]=[CH:7][N:6](/[CH:13]=[CH:14]/[C:15]([OH:17])=O)[C:5]2=[O:18].S(Cl)(Cl)=O.[N:23]1[CH:28]=[CH:27][CH:26]=[C:25]([CH2:29][CH2:30][CH2:31][CH2:32][NH2:33])[CH:24]=1>>[CH3:1][C:2]1[CH:3]=[C:4]2[C:9](=[CH:10][C:11]=1[CH3:12])[N:8]=[CH:7][N:6](/[CH:13]=[CH:14]/[C:15]([NH:33][CH2:32][CH2:31][CH2:30][CH2:29][C:25]1[CH:24]=[N:23][CH:28]=[CH:27][CH:26]=1)=[O:17])[C:5]2=[O:18]. Procedure details: The acid chloride is prepared from (E)-3-(6,7-dimethyl-4-oxo-4H-quinazolin-3-yl]-2-propenoic acid and thionyl chloride as previously described. When this acid chloride is allowed to react with 3-pyridine butanamine under the usual conditions, (E)-3-(6,7-dimethyl-4-oxo-4H-quinazolin-3-yl)-N-[4-(3-pyridinyl)butyl]-2-propenamide is obtained. The reactants are CCOC(=O)C=C(C)c1ccc(-c2cc(Br)cc(Br)c2)cc1, CC(C)C[AlH]CC(C)C. The product is CC(=CCO)c1ccc(-c2cc(Br)cc(Br)c2)cc1. Reaction SMILES: [Br:10][c:11]1[cH:12][c:13](-[c:18]2[cH:19][cH:20][c:21]([C:24](=[CH:25][C:26](=[O:27])[O:28][CH2:29][CH3:30])[CH3:31])[cH:22][cH:23]2)[cH:14][c:15]([Br:17])[cH:16]1.[CH3:1][CH:2]([CH2:3][AlH:4][CH2:5][CH:6]([CH3:7])[CH3:8])[CH3:9]>>[Br:10][c:11]1[cH:12][c:13](-[c:18]2[cH:19][cH:20][c:21]([C:24](=[CH:25][CH2:26][OH:27])[CH3:31])[cH:22][cH:23]2)[cH:14][c:15]([Br:17])[cH:16]1.